This data is from the Open Reaction Database (ORD), a public repository of structured organic reaction records. The task is: describe an organic reaction: reactants, conditions, products, and yield The reactants are CC1=C(C=O)C(=CC=C1)C (2,6-dimethylbenzaldehyde), I.NNC(=N)NCC1=CC=CC=C1 (1-amino-3-benzylguanidine hydroiodide), [OH-].[Na+] (NaOH). The solvent is C(C)O (ethanol). The product is C(C1=CC=CC=C1)NC(=N)NN=CC1=C(C=CC=C1C)C (1-Benzyl-3-(2,6-dimethylbenzylideneamino)guanidine). RXN SMILES: [CH3:1][C:2]1[CH:9]=[CH:8][CH:7]=[C:6]([CH3:10])[C:3]=1[CH:4]=O.I.[NH2:12][NH:13][C:14]([NH:16][CH2:17][C:18]1[CH:23]=[CH:22][CH:21]=[CH:20][CH:19]=1)=[NH:15].[OH-].[Na+]>C(O)C>[CH2:17]([NH:16][C:14]([NH:13][N:12]=[CH:4][C:3]1[C:2]([CH3:1])=[CH:9][CH:8]=[CH:7][C:6]=1[CH3:10])=[NH:15])[C:18]1[CH:23]=[CH:22][CH:21]=[CH:20][CH:19]=1 |f:1.2,3.4|. Procedure: A solution of 1.34 g. of 2,6-dimethylbenzaldehyde [G. Lock and K. Schmidt, J. Prakt. Chem., 140, 229 (1934) and 2.92 g. of 1-amino-3-benzylguanidine hydroiodide in 25 ml. of absolute ethanol is heated at reflux for 18 hours. The solution is evaporated under reduced pressure to give a syrup which is made alkaline with aqueous NaOH. The mixture is extracted with chloroform. The chloroform extract is evaporated under reduced pressure to give a yellow syrup. Trituration of this syrup with diethyl et... Solvent: C(C)N(CC)CC (triethylamine), O1CCCC1 (tetrahydrofuran). Yield: 43.8%. Conditions: time 3 day. As a reaction SMILES: Br[C:2]1[N:7]=[C:6]([CH2:8][CH:9]2[O:13][C:12](=[O:14])[CH2:11][CH2:10]2)[CH:5]=[CH:4][CH:3]=1.[CH:15]#[C:16][CH:17]([OH:26])[CH2:18][CH2:19][CH2:20][CH2:21][CH2:22][CH2:23][CH2:24][CH3:25]>C(N(CC)CC)C.O1CCCC1.Cl[Pd](Cl)([P](C1C=CC=CC=1)(C1C=CC=CC=1)C1C=CC=CC=1)[P](C1C=CC=CC=1)(C1C=CC=CC=1)C1C=CC=CC=1.[Cu]I>[OH:26][CH:17]([CH2:18][CH2:19][CH2:20][CH2:21][CH2:22][CH2:23][CH2:24][CH3:25])[C:16]#[C:15][C:2]1[N:7]=[C:6]([CH2:8][CH:9]2[O:13][C:12](=[O:14])[CH2:11][CH2:10]2)[CH:5]=[CH:4][CH:3]=1 |^1:41,60|. Reported procedure: A solution of 500 mg of 5-[(6-bromo-2-pyridyl)-methyl]-tetrahydrofuran-2-one in 13 ml of triethylamine and 2 ml of tetrahydrofuran is mixed with 350 mg of (3RS)-1-undecin-3-ol, 37 mg of bis-(triphenylphosphine)-palladium(II) chloride and 5 mg of copper(I) iodide and the mixture is stirred for 3 days at room temperature. The reaction mixture is evaporated to dryness, distributed between water and ethyl acetate, dried on sodium sulfate, concentrated by evaporation and the residue is chromatographe... The reagents and catalysts are Cl[Pd]([P](C1=CC=CC=C1)(C2=CC=CC=C2)C3=CC=CC=C3)([P](C4=CC=CC=C4)(C5=CC=CC=C5)C6=CC=CC=C6)Cl (bis-(triphenylphosphine)-palladium(II) chloride), [Cu]I (copper(I) iodide). Starting materials: BrC1=CC=CC(=N1)CC1CCC(O1)=O (5-[(6-bromo-2-pyridyl)-methyl]-tetrahydrofuran-2-one), C#CC(CCCCCCCC)O ((3RS)-1-undecin-3-ol). The product is OC(C#CC1=CC=CC(=N1)CC1CCC(O1)=O)CCCCCCCC (5-(6-[(3RS)-3-hydroxy-1-undecinyl]-2-pyridyl-methyl}-tetrahydrofuran-2-one). Product: Cc1ccc2c(c1)C1(COc3cc4c(cc31)OCO4)C(=O)N2. The reactants are CC(=O)O, [OH-], [OH-], [Pd+2], Cc1ccc2c(c1)C1(COc3cc4c(cc31)OCO4)C(=O)N2C(c1ccccc1)c1ccccc1. As a reaction SMILES: [CH3:39][C:40](=[O:41])[OH:42].[OH-:36].[OH-:38].[Pd+2:37].[c:1]1([CH:2]([c:3]2[cH:4][cH:5][cH:6][cH:7][cH:30]2)[N:8]2[C:9](=[O:29])[C:10]3([CH2:11][O:12][c:13]4[c:14]3[cH:15][c:16]3[c:17]([cH:21]4)[O:18][CH2:19][O:20]3)[c:22]3[cH:23][c:24]([CH3:28])[cH:25][cH:26][c:27]32)[cH:31][cH:32][cH:33][cH:34][cH:35]1>>[NH:8]1[C:9](=[O:29])[C:10]2([CH2:11][O:12][c:13]3[c:14]2[cH:15][c:16]2[c:17]([cH:21]3)[O:18][CH2:19][O:20]2)[c:22]2[cH:23][c:24]([CH3:28])[cH:25][cH:26][c:27]21. Reactants: C(CC)(O)O (Propanediol), C(C)OC(OCC)OCC (triethylorthoformate), BrC1=C(C=O)C(=CC=C1)Br (2,6-dibromobenzaldehyde), [OH-].[Na+] (NaOH), solution. The reagents and catalysts are [Cl-].[Cl-].[Cl-].[Cl-].[Zr+4] (ZrCl4). Solvent: C(Cl)Cl (CH2Cl2). Conditions: time 8 hour. Product: BrC1=C(C(=CC=C1)Br)C1OCCCO1 (2-(2,6-Dibromophenyl)-1,3-dioxane). Yield: 98.0%. RXN SMILES: [Br:1][C:2]1[CH:9]=[CH:8][CH:7]=[C:6]([Br:10])[C:3]=1[CH:4]=[O:5].[CH:11](O)([OH:14])[CH2:12][CH3:13].C(OC(OCC)OCC)C.[OH-].[Na+]>C(Cl)Cl.[Cl-].[Cl-].[Cl-].[Cl-].[Zr+4]>[Br:1][C:2]1[CH:9]=[CH:8][CH:7]=[C:6]([Br:10])[C:3]=1[CH:4]1[O:14][CH2:11][CH2:12][CH2:13][O:5]1 |f:3.4,6.7.8.9.10|. Procedure: 2,6-Dibromobenzaldehyde (49) (10.0 g, 37.9 mmol) was dissolved in 160 ml dry CH2Cl2. Propanediol (6.4 ml, 88.5 ml), triethylorthoformate (6.83 ml, 41 mmol) and anhydrous ZrCl4 (1.0 g) were added at ambient temperature and stirred overnight. Then NaOH (50 ml of a 10% solution) was added and stirred for an additional hour. The organic phase was separated, the aqueous phase was extracted with Et2O (2×40 ml). The combined organic phases were washed with water (3×60 ml), dried over MgSO4 and the vola... Starting materials: O (Water), CN(C(CNC(OC(C)(C)C)=O)=O)CC1=CC(=CC=C1)C=1C=NC(=NC1)N1CCNCC1 (tert-Butyl (2-{methyl[3-(2-piperazin-1-ylpyrimidin-5-yl)benzyl]amino}-2-oxoethyl)carbamate), TEA, C(OC(C)C)(=O)Cl (Isopropyl chlorocarbonate). Solvent: ClCCl (dichloromethane). Run at time 4 hour. The product is C(C)(C)(C)OC(=O)NCC(=O)N(C)CC=1C=C(C=CC1)C=1C=NC(=NC1)N1CCN(CC1)C(=O)OC(C)C (isopropyl 4-{5-[3-({[N-(tert-butoxycarbonyl)glycyl](methyl)amino}methyl)phenyl]pyrimidin-2-yl}piperazine-1-carboxylate). Isolated yield 64.8%. As a reaction SMILES: [CH3:1][N:2]([CH2:14][C:15]1[CH:20]=[CH:19][CH:18]=[C:17]([C:21]2[CH:22]=[N:23][C:24]([N:27]3[CH2:32][CH2:31][NH:30][CH2:29][CH2:28]3)=[N:25][CH:26]=2)[CH:16]=1)[C:3](=[O:13])[CH2:4][NH:5][C:6](=[O:12])[O:7][C:8]([CH3:11])([CH3:10])[CH3:9].[C:33](Cl)(=[O:38])[O:34][CH:35]([CH3:37])[CH3:36].O>ClCCl>[C:8]([O:7][C:6]([NH:5][CH2:4][C:3]([N:2]([CH2:14][C:15]1[CH:16]=[C:17]([C:21]2[CH:22]=[N:23][C:24]([N:27]3[CH2:32][CH2:31][N:30]([C:33]([O:34][CH:35]([CH3:37])[CH3:36])=[O:38])[CH2:29][CH2:28]3)=[N:25][CH:26]=2)[CH:18]=[CH:19][CH:20]=1)[CH3:1])=[O:13])=[O:12])([CH3:11])([CH3:9])[CH3:10]. Procedure details: tert-Butyl (2-{methyl[3-(2-piperazin-1-ylpyrimidin-5-yl)benzyl]amino}-2-oxoethyl)carbamate (200 mg) and TEA (92 mg) were dissolved in dichloromethane, followed by ice-cooling. Isopropyl chlorocarbonate (83 mg) was added thereto, followed by stirring at room temperature for 4 hours. Water was added thereto, followed by extraction with chloroform. The organic layer was dried over MgSO4, and then the solvent was evaporated under reduced pressure. The obtained residue was purified by silica gel colu...